From a dataset of the Open Reaction Database (ORD), a public repository of structured organic reaction records. describe an organic reaction: reactants, conditions, products, and yield Reaction SMILES: [CH3:1][NH:2][CH2:3][CH:4]1[CH2:5][CH2:6][CH:7]([CH2:10][CH2:11][OH:12])[CH2:8][CH2:9]1.[Cl:13][C:14](=[O:15])[O:16][c:17]1[cH:18][cH:19][c:20]([Cl:23])[cH:21][cH:22]1>>[CH3:1][N:2]([CH2:3][CH:4]1[CH2:5][CH2:6][CH:7]([CH2:10][CH2:11][OH:12])[CH2:8][CH2:9]1)[C:14](=[O:15])[O:16][c:17]1[cH:18][cH:19][c:20]([Cl:23])[cH:21][cH:22]1. Yields the product CN(CC1CCC(CCO)CC1)C(=O)Oc1ccc(Cl)cc1. Reactants: CNCC1CCC(CCO)CC1, O=C(Cl)Oc1ccc(Cl)cc1.